This data is from the Open Reaction Database (ORD), a public repository of structured organic reaction records. The task is: describe an organic reaction: reactants, conditions, products, and yield Starting materials: ClC1=NC=C(C=C1C(=O)NC1=C(C=C(C=C1)C)O)[N+](=O)[O-] (2-chloro-5-nitro-N-(3-hydroxytol-4-yl)-3-pyridinecarboxamide), N1=CC=CC=C1 (pyridine). Run in O (water). Run at temperature 90 celsius, time 45 minute. The product is [N+](=O)([O-])C1=CC2=C(OC3=C(NC2=O)C=CC(=C3)C)N=C1 (3-Nitro-9-methylpyrido[2,3-b][1,5]benzoxazepin-5(6H)-one). The yield is 79.3%. RXN SMILES: Cl[C:2]1[C:7]([C:8]([NH:10][C:11]2[CH:16]=[CH:15][C:14]([CH3:17])=[CH:13][C:12]=2[OH:18])=[O:9])=[CH:6][C:5]([N+:19]([O-:21])=[O:20])=[CH:4][N:3]=1.N1C=CC=CC=1>O>[N+:19]([C:5]1[CH:4]=[N:3][C:2]2[O:18][C:12]3[CH:13]=[C:14]([CH3:17])[CH:15]=[CH:16][C:11]=3[NH:10][C:8](=[O:9])[C:7]=2[CH:6]=1)([O-:21])=[O:20]. Procedure details: A mixture of 2-chloro-5-nitro-N-(3-hydroxytol-4-yl)-3-pyridinecarboxamide (6.3 g, 0.02 mol) and pyridine (100 ml) was heated under argon at 90° C. for 2.5 hours. The cooled solution was diluted with water and the yellow-orange precipitate collected and washed with water. The solid was then stirred in hot water (100 ml) for 45 min., filtered and washed with ethanol and ether to give 4.3 g of a tan-brown solid. Recrystallization from dimethylformamide/water afforded 3.76 g (69% of theory) of produ...